describe an organic reaction: reactants, conditions, products, and yield From a dataset of the Open Reaction Database (ORD), a public repository of structured organic reaction records. Reactants: CC(C)(C)OC(=O)C=Cc1ccc(C=O)cc1, CC(=O)c1ccc(C2CCN(C)CC2)cc1, CCO, Cl, [K+], [OH-]. Product: CN1CCC(c2ccc(C(=O)C=Cc3ccc(C=CC(=O)OC(C)(C)C)cc3)cc2)CC1. Reaction SMILES: [C:18]([CH3:19])([CH3:20])([CH3:21])[O:22][C:23]([CH:24]=[CH:25][c:26]1[cH:27][cH:28][c:29]([CH:32]=[O:33])[cH:30][cH:31]1)=[O:34].[CH3:2][N:3]1[CH2:4][CH2:5][CH:6]([c:9]2[cH:10][cH:11][c:12]([C:15]([CH3:16])=[O:17])[cH:13][cH:14]2)[CH2:7][CH2:8]1.[CH3:37][CH2:38][OH:39].[ClH:1].[K+:36].[OH-:35]>>[CH3:2][N:3]1[CH2:4][CH2:5][CH:6]([c:9]2[cH:10][cH:11][c:12]([C:15]([CH:16]=[CH:32][c:29]3[cH:28][cH:27][c:26]([CH:25]=[CH:24][C:23]([O:22][C:18]([CH3:19])([CH3:20])[CH3:21])=[O:34])[cH:31][cH:30]3)=[O:17])[cH:13][cH:14]2)[CH2:7][CH2:8]1.